Task: describe an organic reaction: reactants, conditions, products, and yield. Dataset: the Open Reaction Database (ORD), a public repository of structured organic reaction records The reactants are CCOC(=O)/N=N/C(=O)OCC (Diethylazodicarboxylate), C1(=CC=CC=C1)P(C1=CC=CC=C1)C1=CC=CC=C1 (Triphenylphoshine), OC=1C=C(C=C(C1)O)C (3,5-dihydroxytoluene), C(#N)C1=CC=C(C=C1)CCO (2-(4-cyanophenyl)ethanol). Run in C1CCOC1 (THF). Conditions: time 8 hour. The product is C(#N)C1=CC=C(C=C1)CCOC=1C=C(C=C(C1)C)O (3-[2-(4-Cyanophenyl)ethoxy]-5-methylphenol). The yield is 36.5%. Reaction SMILES: C1(P(C2C=CC=CC=2)C2C=CC=CC=2)C=CC=CC=1.[OH:20][C:21]1[CH:22]=[C:23]([CH3:28])[CH:24]=[C:25]([OH:27])[CH:26]=1.[C:29]([C:31]1[CH:36]=[CH:35][C:34]([CH2:37][CH2:38]O)=[CH:33][CH:32]=1)#[N:30].CCOC(/N=N/C(OCC)=O)=O>C1COCC1>[C:29]([C:31]1[CH:36]=[CH:35][C:34]([CH2:37][CH2:38][O:20][C:21]2[CH:26]=[C:25]([OH:27])[CH:24]=[C:23]([CH3:28])[CH:22]=2)=[CH:33][CH:32]=1)#[N:30]. Reported procedure: Triphenylphoshine (7.86 g; 30 mmol), 3,5-dihydroxytoluene (2.5 g; 20 mmol) and 2-(4-cyanophenyl)ethanol (4.41 g; 30 mmol) were dissolved in THF (50 mL). Diethylazodicarboxylate (5.22 g; 30 mmol; dissolved in THF (10 mL)), was added and the solution was stirred at room temperature overnight. The solvent was removed in vacuo and the white solid residue extracted with Et2O. Purification by flash chromatography (SiO2; toluene:EtOAc (10:1)) afforded 1.85 g (37%) of the sub-title compound as a white s... The reactants are CC(C)(C)c1cc(N2CCN(CCCCl)CC2)nc(C(C)(C)C)n1, Cn1cnnc1S, CN(C)C=O, CCOC(C)=O, [I-], [K+], [Li+], [OH-], O. The product is Cn1cnnc1SCCCN1CCN(c2cc(C(C)(C)C)nc(C(C)(C)C)n2)CC1, Cl. Reaction SMILES: [C:1]([CH3:2])([CH3:3])([CH3:4])[c:5]1[n:6][c:7]([C:21]([CH3:22])([CH3:23])[CH3:24])[cH:8][c:9]([N:11]2[CH2:12][CH2:13][N:14]([CH2:17][CH2:18][CH2:19][Cl:20])[CH2:15][CH2:16]2)[n:10]1.[CH3:25][n:26]1[c:27]([SH:31])[n:28][n:29][cH:30]1.[CH3:36][N:37]([CH3:38])[CH:39]=[O:40].[CH3:41][CH2:42][O:43][C:44](=[O:45])[CH3:46].[I-:35].[K+:34].[Li+:32].[OH-:33].[OH2:47]>>[C:1]([CH3:2])([CH3:3])([CH3:4])[c:5]1[n:6][c:7]([C:21]([CH3:22])([CH3:23])[CH3:24])[cH:8][c:9]([N:11]2[CH2:12][CH2:13][N:14]([CH2:17][CH2:18][CH2:19][S:31][c:27]3[n:26]([CH3:25])[cH:30][n:29][n:28]3)[CH2:15][CH2:16]2)[n:10]1.[ClH:20]. Solvent: CC(=O)N(C)C (DMA), CC(=O)N(C)C (DMA). Reaction SMILES: [H-].[Na+].[CH2:3]([N:5]([CH2:9][CH3:10])[CH2:6][CH2:7][OH:8])[CH3:4].Br[CH2:12][C:13]1[N:18]=[C:17]([CH2:19][O:20][C:21]2[CH:42]=[CH:41][C:24]([C:25]([NH:27][C:28]3[CH:29]=[C:30]([CH:37]=[CH:38][C:39]=3[CH3:40])[C:31]([NH:33][CH:34]3[CH2:36][CH2:35]3)=[O:32])=[O:26])=[CH:23][CH:22]=2)[CH:16]=[CH:15][CH:14]=1>CC(N(C)C)=O>[CH:34]1([NH:33][C:31](=[O:32])[C:30]2[CH:37]=[CH:38][C:39]([CH3:40])=[C:28]([NH:27][C:25](=[O:26])[C:24]3[CH:41]=[CH:42][C:21]([O:20][CH2:19][C:17]4[CH:16]=[CH:15][CH:14]=[C:13]([CH2:12][O:8][CH2:7][CH2:6][N:5]([CH2:9][CH3:10])[CH2:3][CH3:4])[N:18]=4)=[CH:22][CH:23]=3)[CH:29]=2)[CH2:35][CH2:36]1 |f:0.1|. Procedure: To a 60% dispersion of NaH in mineral oil (25 mg, 0.625 mmol) in DMA (4 mL) was added N,N-diethylethanolamine (24 mg, 0.205 mmol). The reaction was stirred at room temperature for 20 minutes. A solution of 3-[(4-{[6-(bromomethyl)pyridin-2-yl]methoxy}benzoyl)amino]-N-cyclopropyl-4-methylbenzamide (77 mg, 0.155 mmol) in DMA (2 mL) was added dropwise to the reaction which was then stirred for 1 h at room temperature. The reaction was quenched by the addition of water (1 mL) and was purified by prep... Isolated yield 35.3%. Product: C1(CC1)NC(C1=CC(=C(C=C1)C)NC(C1=CC=C(C=C1)OCC1=NC(=CC=C1)COCCN(CC)CC)=O)=O (N-cyclopropyl-3-({4-[(6-{[2-(diethylamino)ethoxy]methyl}pyridin-2-yl)methoxy]benzoyl}amino)-4-methylbenzamide). Run at time 20 minute. The reactants are BrCC1=CC=CC(=N1)COC1=CC=C(C(=O)NC=2C=C(C(=O)NC3CC3)C=CC2C)C=C1 (3-[(4-{[6-(bromomethyl)pyridin-2-yl]methoxy}benzoyl)amino]-N-cyclopropyl-4-methylbenzamide), [H-].[Na+] (NaH), oil, C(C)N(CCO)CC (N,N-diethylethanolamine). Starting materials: CC(C)C[Al+]CC(C)C, CCOC(=O)C1CCN(C)CC1, CCCCCC, [H-], [H-], O. Product: CN1CCC(C=O)CC1. As a reaction SMILES: [CH2:14]([Al+:15][CH2:16][CH:17]([CH3:18])[CH3:19])[CH:20]([CH3:21])[CH3:22].[CH3:1][N:2]1[CH2:3][CH2:4][CH:5]([C:8](=[O:9])[O:10][CH2:11][CH3:12])[CH2:6][CH2:7]1.[CH3:25][CH2:26][CH2:27][CH2:28][CH2:29][CH3:30].[H-:13].[H-:24].[OH2:23]>>[CH3:1][N:2]1[CH2:3][CH2:4][CH:5]([CH:8]=[O:9])[CH2:6][CH2:7]1. Reactants: CCCCc1nc2ccc(C3CC4CCCCN4O3)cc2c(=O)n1Cc1ccc(-c2ccccc2-c2nnnn2C(c2ccccc2)(c2ccccc2)c2ccccc2)cc1, CO, C1CCOC1. Product: CCCCc1nc2ccc(C3CC4CCCCN4O3)cc2c(=O)n1Cc1ccc(-c2ccccc2-c2nnn[nH]2)cc1. Reaction SMILES: [CH2:1]([CH2:2][CH2:3][CH3:4])[c:5]1[n:6][c:7]2[cH:8][cH:9][c:10]([CH:53]3[CH2:54][CH:55]4[N:56]([CH2:57][CH2:58][CH2:59][CH2:60]4)[O:61]3)[cH:11][c:12]2[c:13](=[O:52])[n:14]1[CH2:15][c:16]1[cH:17][cH:18][c:19](-[c:22]2[c:23](-[c:28]3[n:29][n:30][n:31][n:32]3[C:33]([c:34]3[cH:35][cH:36][cH:37][cH:38][cH:39]3)([c:40]3[cH:41][cH:42][cH:43][cH:44][cH:45]3)[c:46]3[cH:47][cH:48][cH:49][cH:50][cH:51]3)[cH:24][cH:25][cH:26][cH:27]2)[cH:20][cH:21]1.[CH3:62][OH:63].[O:64]1[CH2:65][CH2:66][CH2:67][CH2:68]1>>[CH2:1]([CH2:2][CH2:3][CH3:4])[c:5]1[n:6][c:7]2[cH:8][cH:9][c:10]([CH:53]3[CH2:54][CH:55]4[N:56]([CH2:57][CH2:58][CH2:59][CH2:60]4)[O:61]3)[cH:11][c:12]2[c:13](=[O:52])[n:14]1[CH2:15][c:16]1[cH:17][cH:18][c:19](-[c:22]2[c:23](-[c:28]3[nH:29][n:30][n:31][n:32]3)[cH:24][cH:25][cH:26][cH:27]2)[cH:20][cH:21]1. The reactants are CCOC(C)=O, CC(=O)O, O=S(=O)(c1ccccc1)c1ccc(C=Cc2ccc(F)cc2F)nc1, [H][H], [OH-], [OH-], [Pd+2]. The product is O=S(=O)(c1ccccc1)c1ccc(CCc2ccc(F)cc2F)nc1. RXN SMILES: [CH3:26][CH2:27][O:28][C:29](=[O:30])[CH3:31].[CH3:34][C:35](=[O:36])[OH:37].[F:1][c:2]1[c:3]([CH:9]=[CH:10][c:11]2[n:12][cH:13][c:14]([S:17](=[O:18])(=[O:19])[c:20]3[cH:21][cH:22][cH:23][cH:24][cH:25]3)[cH:15][cH:16]2)[cH:4][cH:5][c:6]([F:8])[cH:7]1.[H:32][H:33].[OH-:38].[OH-:40].[Pd+2:39]>>[F:1][c:2]1[c:3]([CH2:9][CH2:10][c:11]2[n:12][cH:13][c:14]([S:17](=[O:18])(=[O:19])[c:20]3[cH:21][cH:22][cH:23][cH:24][cH:25]3)[cH:15][cH:16]2)[cH:4][cH:5][c:6]([F:8])[cH:7]1.